From a dataset of the Open Reaction Database (ORD), a public repository of structured organic reaction records. describe an organic reaction: reactants, conditions, products, and yield Reactants: [Si](C)(C)(C(C)(C)C)O[C@H]1C[C@@H](CC2=CC=C3[C@@H]4CC=C([C@@H](C)O)[C@]4(CC[C@@H]3[C@@]12C)C)O[Si](C)(C)C(C)(C)C (1α,3β-bis(tert-butyldimethylsilyloxy)-20(R)-hydroxypregna-5,7,16-triene), [H-].[Na+] (sodium hydride), 15-crown-5(10 μl), BrCC#CC(C)(O[Si](CC)(CC)CC)C (1-bromo-4-methyl-4-triethylsilyloxy-2-pentyne). The solvent is O1CCCC1 (tetrahydrofuran). The product is [Si](C)(C)(C(C)(C)C)O[C@H]1C[C@@H](CC2=CC=C3[C@@H]4CC=C([C@@H](C)OCC#CC(C)(O[Si](CC)(CC)CC)C)[C@]4(CC[C@@H]3[C@@]12C)C)O[Si](C)(C)C(C)(C)C (1α,3β-bis(tert-Butyldimethylsilyloxy)-20(R)-(4-methyl-4-triethylsilyloxy-2-pentynyloxy)pregna-5,7,16-triene). Yield: 92.8%. Reaction SMILES: [Si:1]([O:8][C@@H:9]1[C@@:28]2([CH3:29])[C:13](=[CH:14][CH:15]=[C:16]3[C@@H:27]2[CH2:26][CH2:25][C@@:24]2([CH3:30])[C@H:17]3[CH2:18][CH:19]=[C:20]2[C@H:21]([OH:23])[CH3:22])[CH2:12][C@@H:11]([O:31][Si:32]([C:35]([CH3:38])([CH3:37])[CH3:36])([CH3:34])[CH3:33])[CH2:10]1)([C:4]([CH3:7])([CH3:6])[CH3:5])([CH3:3])[CH3:2].[H-].[Na+].Br[CH2:42][C:43]#[C:44][C:45]([CH3:55])([O:47][Si:48]([CH2:53][CH3:54])([CH2:51][CH3:52])[CH2:49][CH3:50])[CH3:46]>O1CCCC1>[Si:1]([O:8][C@@H:9]1[C@@:28]2([CH3:29])[C:13](=[CH:14][CH:15]=[C:16]3[C@@H:27]2[CH2:26][CH2:25][C@@:24]2([CH3:30])[C@H:17]3[CH2:18][CH:19]=[C:20]2[C@H:21]([O:23][CH2:42][C:43]#[C:44][C:45]([CH3:46])([O:47][Si:48]([CH2:53][CH3:54])([CH2:51][CH3:52])[CH2:49][CH3:50])[CH3:55])[CH3:22])[CH2:12][C@@H:11]([O:31][Si:32]([C:35]([CH3:37])([CH3:36])[CH3:38])([CH3:33])[CH3:34])[CH2:10]1)([C:4]([CH3:7])([CH3:6])[CH3:5])([CH3:3])[CH3:2] |f:1.2|. Reported procedure: Under the same conditions as in Example 83, 1α,3β-bis(tert-butyldimethylsilyloxy)-20(R)-hydroxypregna-5,7,16-triene (60.0 mg, 0.107 mmol), sodium hydride (60%, 17.1 mg, 0.428 mmol), 15-crown-5(10 μl) and 1-bromo-4-methyl-4-triethylsilyloxy-2-pentyne (109 mg, 0.375 mmol) were reacted in tetrahydrofuran (1 ml) and worked up, and then the residue was purified by preparative thin layer chromatography (0.5 mm×2, hexane:ethyl acetate=40:1, developed once) to give the title compound as a colorless oil ...